From a dataset of the Open Reaction Database (ORD), a public repository of structured organic reaction records. describe an organic reaction: reactants, conditions, products, and yield Yields the product CC(=O)OCC(COC(C)=O)OCCl. As a reaction SMILES: [C:1]([CH3:2])(=[O:3])[O:4][CH2:5][CH:6]([CH2:7][O:8][C:9]([CH3:10])=[O:11])[O:12][CH2:13][O:14][C:15](=[O:16])[CH3:17].[CH2:19]([Cl:20])[Cl:21].[ClH:18]>>[C:1]([CH3:2])(=[O:3])[O:4][CH2:5][CH:6]([CH2:7][O:8][C:9]([CH3:10])=[O:11])[O:12][CH2:13][Cl:18]. Starting materials: CC(=O)OCOC(COC(C)=O)COC(C)=O, ClCCl, Cl. The reactants are N1CCCC1 (pyrrolidine), C(C)C1=C(N(OC1=O)C(=O)Cl)CCC (4-ethyl-3-propyl-2-(chlorocarbonyl)-5(2H)-isoxazolone). The solvent is ClCCl (dichloromethane), ClCCl (dichloromethane). Conditions: time 8 hour. Yields the product C(C)C1=C(N(OC1=O)C(=O)N1CCCC1)CCC (4-Ethyl-3-propyl-2-(1-pyrrolidinylcarbonyl)-5(2H)-isoxazolone). Reaction SMILES: [NH:1]1[CH2:5][CH2:4][CH2:3][CH2:2]1.[CH2:6]([C:8]1[C:12](=[O:13])[O:11][N:10]([C:14](Cl)=[O:15])[C:9]=1[CH2:17][CH2:18][CH3:19])[CH3:7]>ClCCl>[CH2:6]([C:8]1[C:12](=[O:13])[O:11][N:10]([C:14]([N:1]2[CH2:5][CH2:4][CH2:3][CH2:2]2)=[O:15])[C:9]=1[CH2:17][CH2:18][CH3:19])[CH3:7]. Reported procedure: At 0°C., a solution of 0.43 g (6 mmol) of pyrrolidine in 35 ml of dichloromethane are added dropwise to a solution of 0.44 g (2 mmol) of 4-ethyl-3-propyl-2-(chlorocarbonyl)-5(2H)-isoxazolone in 10 ml of dichloromethane, and the mixture is stirred at room temperature overnight. For work-up, the residue were chromatographed over silica gel using petroleum ether:ethyl acetate (4:1). MS (DCI): 253 (M+H). Reactants: ClC1=CC=C(C=C1)C(CCCN(C)C)NC(=O)C1(CCN(CC1)C=1C2=C(N=CN1)NC=C2)NC(OC(C)(C)C)=O (tert-Butyl 4-(1-(4-chlorophenyl)-4-(dimethylamino)butylcarbamoyl)-1-(7H-pyrrolo[2,3-d]pyrimidin-4-yl)piperidin-4-ylcarbamate), C(=O)(C(F)(F)F)O (TFA). The solvent is C(Cl)Cl (DCM). Run at time 2 hour. Product: NC1(CCN(CC1)C=1C2=C(N=CN1)NC=C2)C(=O)NC(CCCN(C)C)C2=CC=C(C=C2)Cl (4-amino-N-(1-(4-chlorophenyl)-4-(dimethylamino)butyl)-1-(7H-pyrrolo[2,3-d]pyrimidin-4-yl)piperidine-4-carboxamide). Yield: 70.4%. As a reaction SMILES: [Cl:1][C:2]1[CH:7]=[CH:6][C:5]([CH:8]([NH:15][C:16]([C:18]2([NH:33]C(=O)OC(C)(C)C)[CH2:23][CH2:22][N:21]([C:24]3[C:25]4[CH:32]=[CH:31][NH:30][C:26]=4[N:27]=[CH:28][N:29]=3)[CH2:20][CH2:19]2)=[O:17])[CH2:9][CH2:10][CH2:11][N:12]([CH3:14])[CH3:13])=[CH:4][CH:3]=1.C(O)(C(F)(F)F)=O>C(Cl)Cl>[NH2:33][C:18]1([C:16]([NH:15][CH:8]([C:5]2[CH:6]=[CH:7][C:2]([Cl:1])=[CH:3][CH:4]=2)[CH2:9][CH2:10][CH2:11][N:12]([CH3:14])[CH3:13])=[O:17])[CH2:19][CH2:20][N:21]([C:24]2[C:25]3[CH:32]=[CH:31][NH:30][C:26]=3[N:27]=[CH:28][N:29]=2)[CH2:22][CH2:23]1. Procedure: 1-(4-Chlorophenyl)-N4,N4-dimethylbutane-1,4-diamine (Intermediate 57) (330 mg, 1.46 mmol) was added in one portion to 4-(tert-butoxycarbonylamino)-1-(7H-pyrrolo[2,3-d]pyrimidin-4-yl)piperidine-4-carboxylic acid (Intermediate 1) (526 mg, 1.46 mmol) and DIPEA (0.763 mL, 4.37 mmol) in DMA (5 mL). O-(7-azabenzotriazol-1-yl)-N,N,N′,N′-tetramethyluronium hexafluorophosphate (609 mg, 1.60 mmol) was added and the resulting solution was stirred at 50° C. for 2 hours. The reaction mixture was diluted with... Starting materials: Cl.NO (Hydroxylamine hydrochloride), C1=CC2=CC(=CC3=C2C(=C1)C(=O)OC3=O)[N+](=O)[O-] (3-nitro-1,8-naphthalic anhydride). Solvent: N1=CC=CC=C1 (pyridine), O (water). The product is ON1C(C2=CC=CC=3C2=C(C1=O)C=C(C3)[N+](=O)[O-])=O (2-Hydroxy-5-nitro-benzo[de]isoquinoline-1,3-dione). The yield is 99.2%. Reaction SMILES: Cl.[NH2:2][OH:3].[CH:4]1[CH:13]=[C:12]2[C:14]([O:16][C:17](=O)[C:10]3=[C:11]2[C:6](=[CH:7][C:8]([N+:19]([O-:21])=[O:20])=[CH:9]3)[CH:5]=1)=[O:15]>N1C=CC=CC=1.O>[OH:3][N:2]1[C:17](=[O:16])[C:10]2[CH:9]=[C:8]([N+:19]([O-:21])=[O:20])[CH:7]=[C:6]3[C:11]=2[C:12](=[CH:13][CH:4]=[CH:5]3)[C:14]1=[O:15] |f:0.1|. Reported procedure: Hydroxylamine hydrochloride (0.9 g, 13.0 mmol) was added to a suspension of 3-nitro-1,8-naphthalic anhydride (2.0 g, 8.2 mmol) in pyridine (30 mL). The mixture was refluxed for 3 hours and concentrated in vacuo to give a brown solid. The solid was suspended in water, stirred, filtered, and dried to give 2.1 g of the title compound, mp 277-279° C. Conditions: time 4 hour. Yields the product C(C(C)(C)C)(=O)NCCCS(=O)(=O)O (3-pivaloylamino-1-propanesulfonic acid). Starting materials: C(C(C)(C)C)(=O)Cl (pivaloyl chloride), NCCCS(=O)(=O)O (3-amino-1-propanesulfonic acid), [OH-].[Na+] (NaOH). Reaction SMILES: [NH2:1][CH2:2][CH2:3][CH2:4][S:5]([OH:8])(=[O:7])=[O:6].[OH-].[Na+].[C:11](Cl)(=[O:16])[C:12]([CH3:15])([CH3:14])[CH3:13]>O1CCOCC1.O>[C:11]([NH:1][CH2:2][CH2:3][CH2:4][S:5]([OH:8])(=[O:7])=[O:6])(=[O:16])[C:12]([CH3:15])([CH3:14])[CH3:13] |f:1.2|. The solvent is O1CCOCC1 (1,4-dioxane), O1CCOCC1 (1,4-dioxane), O (water). Procedure details: 3-amino-1-propanesulfonic acid (2.0 g, 14.4 mmol) was dissolved a NaOH (1.2 g, 30.2 mmol) solution in a mixture of 1,4-dioxane (5 mL) and water (15 mL). The mixture was cooled to 0° C. before pivaloyl chloride (2.8 mL, 21.6 mmol) in 1,4-dioxane (5 mL) was added dropwise. The reaction mixture was allowed to warm up to room temperature and it was stirred at 65° C. for 4 h. The solvent was evaporated under reduced pressure. The resulting solid was dissolved in water (30 mL), and treated with Dowex ... Reactants: C=Cc1ccc(-n2nnnc2-c2cccnc2NC(C)(C)C)c(F)c1F, CCOC(C)=O, [H][H]. The product is CCc1ccc(-n2nnnc2-c2cccnc2NC(C)(C)C)c(F)c1F. Reaction SMILES: [C:1]([CH3:2])([CH3:3])([CH3:4])[NH:5][c:6]1[n:7][cH:8][cH:9][cH:10][c:11]1-[c:12]1[n:13][n:14][n:15][n:16]1-[c:17]1[c:18]([F:26])[c:19]([F:25])[c:20]([CH:23]=[CH2:24])[cH:21][cH:22]1.[CH3:29][CH2:30][O:31][C:32](=[O:33])[CH3:34].[H:27][H:28]>>[C:1]([CH3:2])([CH3:3])([CH3:4])[NH:5][c:6]1[n:7][cH:8][cH:9][cH:10][c:11]1-[c:12]1[n:13][n:14][n:15][n:16]1-[c:17]1[c:18]([F:26])[c:19]([F:25])[c:20]([CH2:23][CH3:24])[cH:21][cH:22]1. Reactants: C(C1=CC=CC=C1)N1C[C@@H]2[C@H](C1)[C@H](CC2)NC(=O)[C@H]2N(C[C@@H](C2)F)C(=O)OC(C)(C)C ((2S,4R)-tert-butyl 2-((3aR,4S,6aS)-2-benzyloctahydrocyclopenta[c]pyrrol-4-ylcarbamoyl)-4-fluoropyrrolidine-1-carboxylate), Pd(OH)2—C, stainless steel, [H][H] (hydrogen). The solvent is C(C)O (ethanol). Yields the product F[C@@H]1C[C@H](N(C1)C(=O)OC(C)(C)C)C(N[C@H]1CC[C@@H]2CNC[C@@H]21)=O ((2S,4R)-tert-butyl 4-fluoro-2-((3aR,4S,6aS)-octahydrocyclopenta[c]pyrrol-4-ylcarbamoyl)pyrrolidine-1-carboxylate). Reaction SMILES: C([N:8]1[CH2:12][C@@H:11]2[C@@H:13]([NH:16][C:17]([C@@H:19]3[CH2:23][C@@H:22]([F:24])[CH2:21][N:20]3[C:25]([O:27][C:28]([CH3:31])([CH3:30])[CH3:29])=[O:26])=[O:18])[CH2:14][CH2:15][C@@H:10]2[CH2:9]1)C1C=CC=CC=1.[H][H]>C(O)C>[F:24][C@H:22]1[CH2:21][N:20]([C:25]([O:27][C:28]([CH3:30])([CH3:31])[CH3:29])=[O:26])[C@H:19]([C:17](=[O:18])[NH:16][C@@H:13]2[C@@H:11]3[C@@H:10]([CH2:9][NH:8][CH2:12]3)[CH2:15][CH2:14]2)[CH2:23]1. Procedure: To a solution of (2S,4R)-tert-butyl 2-((3aR,4S,6aS)-2-benzyloctahydrocyclopenta[c]pyrrol-4-ylcarbamoyl)-4-fluoropyrrolidine-1-carboxylate (4.59 g, 10.64 mmol) from Step 1 in ethanol (45 mL) was added to 20% Pd(OH)2—C, wet (0.918 g, 6.54 mmol) in a 250 mL stainless steel pressure bottle. The mixture was shaken under 30 psi of hydrogen at 50° C. for 45 minutes. The mixture was filtered through a nylon membrane and the solvent removed in vacuo to give (2S,4R)-tert-butyl 4-fluoro-2-((3aR,4S,6aS)-oct...